Dataset: the Open Reaction Database (ORD), a public repository of structured organic reaction records. Task: describe an organic reaction: reactants, conditions, products, and yield Starting materials: BrC1=CC=2N(C(N(C(C2S1)=O)C1CCN(CC1)C(=O)OC(C)(C)C)=O)CC=1N=NN(N1)CC (Tert-butyl 4-{6-bromo-1-[(2-ethyl-2H-tetrazol-5-yl)methyl]-2,4-dioxo-1,4-dihydrothieno[3,2-d]pyrimidin-3(2H)-yl}piperidine-1-carboxylate), FC=1C=CC(=C(C1)B(O)O)OC ((5-fluoro-2-methoxyphenyl)boronic acid), C([O-])([O-])=O.[Cs+].[Cs+] (cesium carbonate). The reagents and catalysts are C1CCC(CC1)P(C2CCCCC2)C3CCCCC3.C1CCC(CC1)P(C2CCCCC2)C3CCCCC3.Cl[Pd]Cl (dichlorobis(tricyclohexylphosphine)palladium). Run in COCCOC (DME). The product is C(C)N1N=C(N=N1)CN1C(N(C(C2=C1C=C(S2)C2=C(C=CC(=C2)F)OC)=O)C2CCN(CC2)C(=O)OC(C)(C)C)=O (tert-butyl 4-{1-[(2-ethyl-2H-tetrazol-5-yl)methyl]-6-(5-fluoro-2-methoxyphenyl)-2,4-dioxo-1,4-dihydrothieno[3,2-d]pyrimidin-3(2H)-yl}piperidine-1-carboxylate). As a reaction SMILES: Br[C:2]1[S:10][C:9]2[C:8](=[O:11])[N:7]([CH:12]3[CH2:17][CH2:16][N:15]([C:18]([O:20][C:21]([CH3:24])([CH3:23])[CH3:22])=[O:19])[CH2:14][CH2:13]3)[C:6](=[O:25])[N:5]([CH2:26][C:27]3[N:28]=[N:29][N:30]([CH2:32][CH3:33])[N:31]=3)[C:4]=2[CH:3]=1.[F:34][C:35]1[CH:36]=[CH:37][C:38]([O:44][CH3:45])=[C:39](B(O)O)[CH:40]=1.C(=O)([O-])[O-].[Cs+].[Cs+]>COCCOC.C1CCC(P(C2CCCCC2)C2CCCCC2)CC1.C1CCC(P(C2CCCCC2)C2CCCCC2)CC1.Cl[Pd]Cl>[CH2:32]([N:30]1[N:29]=[N:28][C:27]([CH2:26][N:5]2[C:4]3[CH:3]=[C:2]([C:37]4[CH:36]=[C:35]([F:34])[CH:40]=[CH:39][C:38]=4[O:44][CH3:45])[S:10][C:9]=3[C:8](=[O:11])[N:7]([CH:12]3[CH2:13][CH2:14][N:15]([C:18]([O:20][C:21]([CH3:24])([CH3:22])[CH3:23])=[O:19])[CH2:16][CH2:17]3)[C:6]2=[O:25])=[N:31]1)[CH3:33] |f:2.3.4,6.7.8|. Procedure details: Tert-butyl 4-{6-bromo-1-[(2-ethyl-2H-tetrazol-5-yl)methyl]-2,4-dioxo-1,4-dihydrothieno[3,2-d]pyrimidin-3(2H)-yl}piperidine-1-carboxylate (811 mg, compound B101), (5-fluoro-2-methoxyphenyl)boronic acid (280 mg), dichlorobis(tricyclohexylphosphine)palladium (110 mg) and aqueous cesium carbonate solution (1.125 ml, 2.0 M) in DME (10 ml) are reacted according to the procedure described in example B55 to afford the title compound after purification by flash column chromatography [silica gel, elution ... Starting materials: FC=1C=C(C=C(C1)O)[C@@H]1N(CCC1)C(=O)OC(C)(C)C ((R)-tert-butyl 2-(3-fluoro-5-hydroxyphenyl)pyrrolidine-1-carboxylate), Cl (HCl), O1CCOCC1 (dioxane). The solvent is C(Cl)Cl (DCM). Run at time 15 hour. The product is Cl.FC=1C=C(C=C(C1)[C@@H]1NCCC1)O ((R)-3-fluoro-5-(pyrrolidin-2-yl)phenol hydrochloride). Yield: 73.3%. As a reaction SMILES: [F:1][C:2]1[CH:3]=[C:4]([C@H:9]2[CH2:13][CH2:12][CH2:11][N:10]2C(OC(C)(C)C)=O)[CH:5]=[C:6]([OH:8])[CH:7]=1.[ClH:21].O1CCOCC1>C(Cl)Cl>[ClH:21].[F:1][C:2]1[CH:7]=[C:6]([OH:8])[CH:5]=[C:4]([C@H:9]2[CH2:13][CH2:12][CH2:11][NH:10]2)[CH:3]=1 |f:4.5|. Reported procedure: To a solution of (R)-tert-butyl 2-(3-fluoro-5-hydroxyphenyl)pyrrolidine-1-carboxylate (10.3 g, 36.5 mmol) in DCM (20 mL) was added 4N HCl in dioxane (36.5 mL, 146 mmol) and the mixture was stirred at ambient temperature for 15 hours. The resulting precipitate was filtered and washed with DCM to afford (R)-3-fluoro-5-(pyrrolidin-2-yl)phenol hydrochloride (5.81 g, 73.3% yield).